Dataset: the Open Reaction Database (ORD), a public repository of structured organic reaction records. Task: describe an organic reaction: reactants, conditions, products, and yield Reactants: COC(=O)CNC(=O)c1cc(N2CCCN(C(=O)OC(C)(C)C)CC2)ccc1[N+](=O)[O-], CO, O. Yields the product COC(=O)CNC(=O)c1cc(N2CCCN(C(=O)OC(C)(C)C)CC2)ccc1N. Reaction SMILES: [C:1]([CH3:2])([CH3:3])([CH3:4])[O:5][C:6](=[O:7])[N:8]1[CH2:9][CH2:10][N:11]([c:15]2[cH:16][c:17]([C:24](=[O:25])[NH:26][CH2:27][C:28](=[O:29])[O:30][CH3:31])[c:18]([N+:21]([O-:22])=[O:23])[cH:19][cH:20]2)[CH2:12][CH2:13][CH2:14]1.[CH3:33][OH:34].[OH2:32]>>[C:1]([CH3:2])([CH3:3])([CH3:4])[O:5][C:6](=[O:7])[N:8]1[CH2:9][CH2:10][N:11]([c:15]2[cH:16][c:17]([C:24](=[O:25])[NH:26][CH2:27][C:28](=[O:29])[O:30][CH3:31])[c:18]([NH2:21])[cH:19][cH:20]2)[CH2:12][CH2:13][CH2:14]1. The reactants are OC1=C(C=CC=C1OC1=C(C=CC=C1)O)CC(=O)O (2-[2-hydroxy-3-(2-hydroxyphenoxy)phenyl]acetic acid), C1(=CC=C(C=C1)S(=O)(=O)O)C (p-toluene sulfonic acid). Solvent: C1=CC=CC=C1 (benzene). Yields the product OC1=C(OC2=CC=CC=3CC(OC32)=O)C=CC=C1 (7-(2-hydroxyphenoxy)-2,3-dihydrobenzofuran-2-one). Yield: 70.9%. As a reaction SMILES: O[C:2]1[C:7]([O:8][C:9]2[CH:14]=[CH:13][CH:12]=[CH:11][C:10]=2[OH:15])=[CH:6][CH:5]=[CH:4][C:3]=1[CH2:16][C:17]([OH:19])=[O:18].C1(C)C=CC(S(O)(=O)=O)=CC=1>C1C=CC=CC=1>[OH:15][C:10]1[CH:11]=[CH:12][CH:13]=[CH:14][C:9]=1[O:8][C:7]1[C:2]2[O:19][C:17](=[O:18])[CH2:16][C:3]=2[CH:4]=[CH:5][CH:6]=1. Reported procedure: A mixture of 2-[2-hydroxy-3-(2-hydroxyphenoxy)phenyl]acetic acid (9.4 g) and p-toluene sulfonic acid (0.2 g) in benzene (100 ml) was refluxed under heating for 3 hrs. Benzene (20 ml) was distilled off from the reaction mixture, and benzene (20 ml) was newly added and refluxed again under heating for 3 hrs. The reaction mixture was washed with water, aqueous sodium bicarbonate and saline successively, dried over magnesium sulfate and then evaporated. The precipitates were recrystallized from etha... Reactants: COc1ccc(CC(=O)O)cc1, CSc1cccc(N)c1. Reagents/catalysts: C1CCC(CC1)N=C=NC2CCCCC2 (DCC), CCN(CC)CC (TEA), C1(=C(C(=C(C(=C1F)F)F)F)F)O (Pentafluorophenol). The solvent is CN(C)C=O (DMF), CN(C)C=O (DMF), CN(C)C=O (DMF), CN(C)C=O (DMF), CN(C)C=O (DMF), CN(C)C=O (DMF). Run at temperature 25 celsius, time 2 hour. Yields the product COc1ccc(CC(=O)Nc2cccc(SC)c2)cc1. The yield is 36.2%. RXN SMILES: CSc1cccc(N)c1.COc1ccc(CC(=O)O)cc1.C1CCC(CC1)N=C=NC2CCCCC2.C1(=C(C(=C(C(=C1F)F)F)F)F)O.CCN(CC)CC.CN(C)C=O>>COc1ccc(CC(=O)Nc2cccc(SC)c2)cc1. Starting materials: BrC=1C(=NC=C(C(=O)NC2=CC=C(C=C2)OC(F)(F)F)C1)Cl (5-bromo-6-chloro-N-(4-(trifluoromethoxy)phenyl)nicotinamide), CN(C(OC(C)(C)C)=O)[C@H]1CNCC1 ((R)-tert-butyl methyl(pyrrolidin-3-yl)carbamate). Yields the product BrC=1C(=NC=C(C1)C(NC1=CC=C(C=C1)OC(F)(F)F)=O)N1C[C@@H](CC1)N(C(OC(C)(C)C)=O)C ((R)-tert-Butyl (1-(3-bromo-5-((4-(trifluoromethoxy)phenyl)carbamoyl)pyridin-2-yl)pyrrolidin-3-yl)(methyl)carbamate). RXN SMILES: [Br:1][C:2]1[C:3](Cl)=[N:4][CH:5]=[C:6]([CH:21]=1)[C:7]([NH:9][C:10]1[CH:15]=[CH:14][C:13]([O:16][C:17]([F:20])([F:19])[F:18])=[CH:12][CH:11]=1)=[O:8].[CH3:23][N:24]([C@@H:32]1[CH2:36][CH2:35][NH:34][CH2:33]1)[C:25](=[O:31])[O:26][C:27]([CH3:30])([CH3:29])[CH3:28]>>[Br:1][C:2]1[C:3]([N:34]2[CH2:35][CH2:36][C@@H:32]([N:24]([CH3:23])[C:25](=[O:31])[O:26][C:27]([CH3:28])([CH3:29])[CH3:30])[CH2:33]2)=[N:4][CH:5]=[C:6]([C:7](=[O:8])[NH:9][C:10]2[CH:15]=[CH:14][C:13]([O:16][C:17]([F:20])([F:19])[F:18])=[CH:12][CH:11]=2)[CH:21]=1. Reported procedure: The title compound was prepared in an analogous fashion to that in Stage 93.1 using 5-bromo-6-chloro-N-(4-(trifluoromethoxy)phenyl)nicotinamide (Stage 12.2) and (R)-tert-butyl methyl(pyrrolidin-3-yl)carbamate. LC-MS (Condition 6) tR=1.59 min, m/z=559.0/561.0 [M+H]+, m/z=502.9/504.9 [M+H—H2C═C(CH3)2]. The reactants are CCOC(=O)COc1ccc(Sc2cc(C#CCN3CCOCC3)cc(OCC3CCCC3)c2)cc1C, C1CCOC1, CCO, Cl, [Na+], [OH-]. Yields the product Cc1cc(Sc2cc(C#CCN3CCOCC3)cc(OCC3CCCC3)c2)ccc1OCC(=O)O. As a reaction SMILES: [CH2:1]([CH3:2])[O:3][C:4]([CH2:5][O:6][c:7]1[c:8]([CH3:36])[cH:9][c:10]([S:13][c:14]2[cH:15][c:16]([O:29][CH2:30][CH:31]3[CH2:32][CH2:33][CH2:34][CH2:35]3)[cH:17][c:18]([C:20]#[C:21][CH2:22][N:23]3[CH2:24][CH2:25][O:26][CH2:27][CH2:28]3)[cH:19]2)[cH:11][cH:12]1)=[O:37].[CH2:41]1[O:42][CH2:43][CH2:44][CH2:45]1.[CH3:46][CH2:47][OH:48].[ClH:40].[Na+:39].[OH-:38]>>[O:3]=[C:4]([CH2:5][O:6][c:7]1[c:8]([CH3:36])[cH:9][c:10]([S:13][c:14]2[cH:15][c:16]([O:29][CH2:30][CH:31]3[CH2:32][CH2:33][CH2:34][CH2:35]3)[cH:17][c:18]([C:20]#[C:21][CH2:22][N:23]3[CH2:24][CH2:25][O:26][CH2:27][CH2:28]3)[cH:19]2)[cH:11][cH:12]1)[OH:37]. Solvent: C1CCOC1 (THF). Starting materials: C(C)(C)(C)OC(=O)N1C(CCC1)C=1NC(=CN1)C1=CC(=C(C=C1)Br)C(=O)OC (2-[5-(4-Bromo-3-methoxycarbonyl-phenyl)-1H-imidazol-2-yl]-pyrrolidine-1-carboxylic acid tert-butyl ester), CC(C)C[AlH]CC(C)C.C1CCOC1 (DIBAL-H THF). Yield: 105.5%. Reaction conditions: temperature 25 celsius, time 5 hour. As a reaction SMILES: [C:1]([O:5][C:6]([N:8]1[CH2:12][CH2:11][CH2:10][CH:9]1[C:13]1[NH:14][C:15]([C:18]2[CH:23]=[CH:22][C:21]([Br:24])=[C:20]([C:25](OC)=[O:26])[CH:19]=2)=[CH:16][N:17]=1)=[O:7])([CH3:4])([CH3:3])[CH3:2].CC(C[AlH]CC(C)C)C.C1COCC1>C1COCC1>[C:1]([O:5][C:6]([N:8]1[CH2:12][CH2:11][CH2:10][CH:9]1[C:13]1[NH:14][C:15]([C:18]2[CH:23]=[CH:22][C:21]([Br:24])=[C:20]([CH2:25][OH:26])[CH:19]=2)=[CH:16][N:17]=1)=[O:7])([CH3:4])([CH3:2])[CH3:3] |f:1.2|. Procedure details: To the solution of 2-[5-(4-Bromo-3-methoxycarbonyl-phenyl)-1H-imidazol-2-yl]-pyrrolidine-1-carboxylic acid tert-butyl ester (200 mg, 0.44 mmol) in THF (4 ml) at −78° C. was added DIBAL-H THF solution (3.33 ml, 3.33 mmol). The mixture was warmed to 25° C. and stirred for 5 hours. The mixture was cooled to 0° C. and quenched with 2.0 N NaOH solution until PH=11. The mixture was extracted with EtOAc. The organic phase was washed with water and brine, and was dried with sodium sulfate. Concentration... The product is C(C)(C)(C)OC(=O)N1C(CCC1)C=1NC(=CN1)C1=CC(=C(C=C1)Br)CO (2-[5-(4-bromo-3-hydroxymethyl-phenyl)-1H-imidazol-2-yl]-pyrrolidine-1-carboxylic acid tert-butyl ester). Starting materials: C(C)OC(=O)C1CCN(CC1)C(=O)OC(C)(C)C (1-Boc-piperidine-4-carboxylic acid ethyl ester), N1(CCOCC1)C(CO)C (2-morpholin-4-yl-propanol). Yields the product C(=O)(OC(C)(C)C)N1CCC(CC1)CO (1-Boc-4-Hydroxymethyl-piperidine). As a reaction SMILES: C([O:3][C:4]([CH:6]1[CH2:11][CH2:10][N:9]([C:12]([O:14][C:15]([CH3:18])([CH3:17])[CH3:16])=[O:13])[CH2:8][CH2:7]1)=O)C.N1(C(C)CO)CCOCC1>>[C:12]([N:9]1[CH2:10][CH2:11][CH:6]([CH2:4][OH:3])[CH2:7][CH2:8]1)([O:14][C:15]([CH3:18])([CH3:17])[CH3:16])=[O:13]. Procedure: 1-Boc-4-Hydroxymethyl-piperidine was prepared from 1-Boc-piperidine-4-carboxylic acid ethyl ester by a procedure similar to that described in the preparation of 2-morpholin-4-yl-propanol.